From a dataset of the Open Reaction Database (ORD), a public repository of structured organic reaction records. describe an organic reaction: reactants, conditions, products, and yield Starting materials: CC(c1ccccc1)N1CC2(NC(=O)OC(C)(C)C)CCCC2(C)C1=O, C, CCO, [H][H], [Pd]. As a reaction SMILES: [C:1]([CH3:2])([CH3:3])([CH3:4])[O:5][C:6](=[O:7])[NH:8][C:9]12[CH2:10][N:11]([CH:19]([c:20]3[cH:21][cH:22][cH:23][cH:24][cH:25]3)[CH3:26])[C:12](=[O:18])[C:13]1([CH3:17])[CH2:14][CH2:15][CH2:16]2.[C:32].[CH3:29][CH2:30][OH:31].[H:27][H:28].[Pd:33]>>[C:1]([CH3:2])([CH3:3])([CH3:4])[O:5][C:6](=[O:7])[NH:8][C:9]12[CH2:10][NH:11][C:12](=[O:18])[C:13]1([CH3:17])[CH2:14][CH2:15][CH2:16]2. Product: CC(C)(C)OC(=O)NC12CCCC1(C)C(=O)NC2. Starting materials: Clc1cc(Nc2ncnc3sc4c(c23)CCc2nn(CCBr)cc2-4)ccc1OCc1ccccn1, CN1CCNCC1, [I-], [Na+], [Na+], [Na+], O=C([O-])[O-], CN(C)C=O. Yields the product CN1CCN(CCn2cc3c(n2)CCc2c-3sc3ncnc(Nc4ccc(OCc5ccccn5)c(Cl)c4)c23)CC1. As a reaction SMILES: [Br:1][CH2:2][CH2:3][n:4]1[n:5][c:6]2[c:11]([cH:12]1)-[c:10]1[c:9]([c:15]3[c:14]([s:13]1)[n:19][cH:18][n:17][c:16]3[NH:20][c:21]1[cH:22][c:23]([Cl:35])[c:24]([O:27][CH2:28][c:29]3[n:30][cH:31][cH:32][cH:33][cH:34]3)[cH:25][cH:26]1)[CH2:8][CH2:7]2.[CH3:36][N:37]1[CH2:38][CH2:39][NH:40][CH2:41][CH2:42]1.[I-:44].[Na+:43].[Na+:45].[Na+:46].[O-:47][C:48](=[O:49])[O-:50].[O:51]=[CH:52][N:53]([CH3:54])[CH3:55]>>[CH2:2]([CH2:3][n:4]1[n:5][c:6]2[c:11]([cH:12]1)-[c:10]1[c:9]([c:15]3[c:14]([s:13]1)[n:19][cH:18][n:17][c:16]3[NH:20][c:21]1[cH:22][c:23]([Cl:35])[c:24]([O:27][CH2:28][c:29]3[n:30][cH:31][cH:32][cH:33][cH:34]3)[cH:25][cH:26]1)[CH2:8][CH2:7]2)[N:40]1[CH2:39][CH2:38][N:37]([CH3:36])[CH2:42][CH2:41]1.